Dataset: the Open Reaction Database (ORD), a public repository of structured organic reaction records. Task: describe an organic reaction: reactants, conditions, products, and yield Reactants: CN(C)C=O (DMF), [Mg] (magnesium), BrC(C)Br (dibromoethane), C12(CC3CC(CC(C1)C3)C2)C=2C(=C(C=CC2C(C)(C)C)Br)O[SiH](C)C (3-(1-adamantyl)-4-tertbutyldimethylsilyloxybromobenzene), C1CCOC1 (THF). Conditions: temperature 0 celsius, time 1 hour. Yields the product [Si](C)(C)(C(C)(C)C)OC1=C(C=C(C=O)C=C1)C12CC3CC(CC(C1)C3)C2 (4-tert-butyldimethylsilyloxy-3-(1-adamantyl)benzaldehyde). RXN SMILES: [Mg].Br[CH:3](Br)C.[C:6]12([C:16]3[C:17]([O:27][SiH:28]([CH3:30])[CH3:29])=[C:18](Br)[CH:19]=[CH:20][C:21]=3C(C)(C)C)[CH2:15][CH:10]3[CH2:11][CH:12]([CH2:14][CH:8]([CH2:9]3)[CH2:7]1)[CH2:13]2.CN([CH:34]=[O:35])C.[CH2:36]1[CH2:40]OC[CH2:37]1>>[Si:28]([O:27][C:17]1[CH:18]=[CH:19][C:20]([CH:34]=[O:35])=[CH:21][C:16]=1[C:6]12[CH2:13][CH:12]3[CH2:11][CH:10]([CH2:9][CH:8]([CH2:14]3)[CH2:7]1)[CH2:15]2)([C:36]([CH3:37])([CH3:40])[CH3:3])([CH3:29])[CH3:30]. Reported procedure: 2.6 g of magnesium and 0.05 ml of dibromoethane are added to 33 g (78 mmol) of 3-(1-adamantyl)-4-tertbutyldimethylsilyloxybromobenzene in 300 ml of THF and then the mixture is refluxed for 3 h 30 min under nitrogen After cooling the mixture to 0° C., 5.8 ml of anhydrous DMF are then added and the mixture is left stirring for 1 h at room temperature. After evaporation, the residue is taken up in 100 ml of water, acidified up to pH 5, extracted with ether and the organic phase is washed with water... Starting materials: C(CCCC[C@@H]1SC[C@@H]2NC(=O)N[C@H]12)(=O)NC1=CC=C2C(=C(OC(=O)C2=C1)OCCC1=CC=CC=C1)Cl (7-biotinylamino-4-chloro-3-(2-phenylethoxy)isocoumarin), biotin acid chloride, NC1=CC=C2C(=C(OC(=O)C2=C1)OCCC)Cl (7-amino-4-chloro-3-propyloxyisocoumarin), Na. Solvent: O (H2O). Product: C(CCCC[C@@H]1SC[C@@H]2NC(=O)N[C@H]12)(=O)NC1=CC=C2C(=C(OC(=O)C2=C1)OCCC)Cl (7-biotinylamino-4-chloro-3-propyloxyisocoumarin). Yield: 20.0%. RXN SMILES: [C:1]([NH:16][C:17]1[CH:27]=[C:26]2[C:20]([C:21]([Cl:37])=[C:22]([O:28][CH2:29][CH2:30][C:31]3C=CC=CC=3)[O:23][C:24]2=[O:25])=[CH:19][CH:18]=1)(=[O:15])[CH2:2][CH2:3][CH2:4][CH2:5][C@H:6]1[C@@H:14]2[C@@H:9]([NH:10][C:11]([NH:13]2)=[O:12])[CH2:8][S:7]1.NC1C=C2C(C(Cl)=C(OCCC)OC2=O)=CC=1>O>[C:1]([NH:16][C:17]1[CH:27]=[C:26]2[C:20]([C:21]([Cl:37])=[C:22]([O:28][CH2:29][CH2:30][CH3:31])[O:23][C:24]2=[O:25])=[CH:19][CH:18]=1)(=[O:15])[CH2:2][CH2:3][CH2:4][CH2:5][C@H:6]1[C@@H:14]2[C@@H:9]([NH:10][C:11]([NH:13]2)=[O:12])[CH2:8][S:7]1. Reported procedure: This compound was prepared similarly as 7-biotinylamino-4-chloro-3-(2-phenylethoxy)isocoumarin from biotin acid chloride and 7-amino-4-chloro-3-propyloxyisocoumarin, yield 20%, mp 127°-131° C., NMR was consistent with the assigned structure, mass spectra (FAB+) m/e=502 (M+Na+1). Anal. Calc. for C22H26N3O5ClS.H2O: C, 53.06; H, 5.67; N, 8.44; Cl, 7.12. Found: C, 53.30; H, 5.67; N, 8.49; Cl, 7.03.